Task: describe an organic reaction: reactants, conditions, products, and yield. Dataset: the Open Reaction Database (ORD), a public repository of structured organic reaction records Reactants: CI, CN(C)C=O, CC(O)c1cccc(Nc2ccccc2C(=O)O)c1Cl, [H-], [Na+]. Yields the product COC(=O)c1ccccc1Nc1cccc(C(C)O)c1Cl. Reaction SMILES: [CH3:23][I:24].[CH3:25][N:26]([CH3:27])[CH:28]=[O:29].[Cl:3][c:4]1[c:5]([NH:13][c:14]2[c:15]([C:16](=[O:17])[OH:18])[cH:19][cH:20][cH:21][cH:22]2)[cH:6][cH:7][cH:8][c:9]1[CH:10]([CH3:11])[OH:12].[H-:1].[Na+:2]>>[Cl:3][c:4]1[c:5]([NH:13][c:14]2[c:15]([C:16]([O:17][CH3:23])=[O:18])[cH:19][cH:20][cH:21][cH:22]2)[cH:6][cH:7][cH:8][c:9]1[CH:10]([CH3:11])[OH:12].